The task is: describe an organic reaction: reactants, conditions, products, and yield. This data is from the Open Reaction Database (ORD), a public repository of structured organic reaction records. The reactants are Cc1cccc([N+](=O)[O-])c1Br, CCOC(C)=O, CC1(C)C=C(B2OC(C)(C)C(C)(C)O2)CC(C)(C)C1, COCCOC, [K+], [K+], [K+], O, O=P([O-])([O-])[O-], c1ccc(P(c2ccccc2)(c2ccccc2)[Pd](P(c2ccccc2)(c2ccccc2)c2ccccc2)(P(c2ccccc2)(c2ccccc2)c2ccccc2)P(c2ccccc2)(c2ccccc2)c2ccccc2)cc1. The product is Cc1cccc([N+](=O)[O-])c1C1=CC(C)(C)CC(C)(C)C1. As a reaction SMILES: [Br:20][c:21]1[c:22]([CH3:30])[cH:23][cH:24][cH:25][c:26]1[N+:27](=[O:28])[O-:29].[CH3:123][CH2:124][O:125][C:126](=[O:127])[CH3:128].[CH3:1][C:2]1([CH3:3])[C:4]([CH3:5])([CH3:6])[O:7][B:8]([C:9]2=[CH:10][C:11]([CH3:17])([CH3:18])[CH2:12][C:13]([CH3:15])([CH3:16])[CH2:14]2)[O:19]1.[CH3:39][O:40][CH2:41][CH2:42][O:43][CH3:44].[K+:36].[K+:37].[K+:38].[OH2:122].[P:31]([O-:32])([O-:33])([O-:34])=[O:35].[cH:45]1[cH:46][cH:47][c:48]([P:49]([Pd:50]([P:51]([c:52]2[cH:53][cH:54][cH:55][cH:56][cH:57]2)([c:58]2[cH:59][cH:60][cH:61][cH:62][cH:63]2)[c:64]2[cH:65][cH:66][cH:67][cH:68][cH:69]2)([P:70]([c:71]2[cH:72][cH:73][cH:74][cH:75][cH:76]2)([c:77]2[cH:78][cH:79][cH:80][cH:81][cH:82]2)[c:83]2[cH:84][cH:85][cH:86][cH:87][cH:88]2)[P:89]([c:90]2[cH:91][cH:92][cH:93][cH:94][cH:95]2)([c:96]2[cH:97][cH:98][cH:99][cH:100][cH:101]2)[c:102]2[cH:103][cH:104][cH:105][cH:106][cH:107]2)([c:108]2[cH:109][cH:110][cH:111][cH:112][cH:113]2)[c:114]2[cH:115][cH:116][cH:117][cH:118][cH:119]2)[cH:120][cH:121]1>>[C:9]1([c:21]2[c:22]([CH3:30])[cH:23][cH:24][cH:25][c:26]2[N+:27](=[O:28])[O-:29])=[CH:10][C:11]([CH3:17])([CH3:18])[CH2:12][C:13]([CH3:15])([CH3:16])[CH2:14]1. The reactants are C(C)(=O)C1=NC=CC(=C1F)CC (2-acetyl-4-ethyl-3-fluoropyridine), BrCC(=O)C1=NC=CC(=C1)CC (2-bromoacetyl-4-ethylpyridine). Yields the product BrCC(=O)C1=NC=CC(=C1F)CC (2-Bromoacetyl-4-ethyl-3-fluoropyridine). Reaction SMILES: [C:1]([C:4]1[C:9]([F:10])=[C:8]([CH2:11][CH3:12])[CH:7]=[CH:6][N:5]=1)(=[O:3])[CH3:2].[Br:13]CC(C1C=C(CC)C=CN=1)=O>>[Br:13][CH2:2][C:1]([C:4]1[C:9]([F:10])=[C:8]([CH2:11][CH3:12])[CH:7]=[CH:6][N:5]=1)=[O:3]. Procedure: The title compound was prepared from 2-acetyl-4-ethyl-3-fluoropyridine according to the procedure for preparing 2-bromoacetyl-4-ethylpyridine described in Example 57. Reactants: CCCCCCCCOc1ncc(Br)cc1F, CCCCCCCCOc1ccc(B(O)O)cc1, CCO, Cc1ccccc1, [Na+], [Na+], O=C([O-])[O-], O. Yields the product CCCCCCCCOc1ccc(-c2cnc(OCCCCCCCC)c(F)c2)cc1. As a reaction SMILES: [Br:1][c:2]1[cH:3][c:4]([F:17])[c:5]([O:8][CH2:9][CH2:10][CH2:11][CH2:12][CH2:13][CH2:14][CH2:15][CH3:16])[n:6][cH:7]1.[CH2:18]([CH2:19][CH2:20][CH2:21][CH2:22][CH2:23][CH2:24][CH3:25])[O:26][c:27]1[cH:28][cH:29][c:30]([B:33]([OH:34])[OH:35])[cH:31][cH:32]1.[CH3:42][CH2:43][OH:44].[CH3:45][c:46]1[cH:47][cH:48][cH:49][cH:50][cH:51]1.[Na+:36].[Na+:37].[O-:38][C:39](=[O:40])[O-:41].[OH2:52]>>[c:2]1(-[c:30]2[cH:29][cH:28][c:27]([O:26][CH2:18][CH2:19][CH2:20][CH2:21][CH2:22][CH2:23][CH2:24][CH3:25])[cH:32][cH:31]2)[cH:3][c:4]([F:17])[c:5]([O:8][CH2:9][CH2:10][CH2:11][CH2:12][CH2:13][CH2:14][CH2:15][CH3:16])[n:6][cH:7]1. Reactants: OC1CN(C1)C(=O)C=1C=C(C=C(C1)C1=CC=C(C=C1)C)C(=O)O (5-(3-hydroxyazetidine-1-carbonyl)-4′-methylbiphenyl-3-carboxylic acid), Cl.CN(CCCN=C=NCC)C (N-(3-dimethylaminopropyl)-N′-ethylcarbodiimide hydrochloride), O.ON1N=NC2=C1C=CC=C2 (1-hydroxybenzotriazole hydrate), CC1=NC=C(C=N1)CN ((2-methylpyrimidin-5-yl)methanamine), C(C)(C)N(C(C)C)CC (N,N-diisopropylethylamine). Run in C(Cl)Cl (CH2Cl2). Run at time 4 hour. Yields the product OC1CN(C1)C(=O)C=1C=C(C=C(C1)C1=CC=C(C=C1)C)C(=O)NCC=1C=NC(=NC1)C (5-(3-Hydroxyazetidine-1-carbonyl)-4′-methyl-N-((2-methylpyrimidin-5-yl)methyl)biphenyl-3-carboxamide). Reaction SMILES: [OH:1][CH:2]1[CH2:5][N:4]([C:6]([C:8]2[CH:9]=[C:10]([C:21]([OH:23])=O)[CH:11]=[C:12]([C:14]3[CH:19]=[CH:18][C:17]([CH3:20])=[CH:16][CH:15]=3)[CH:13]=2)=[O:7])[CH2:3]1.Cl.CN(C)CCCN=C=NCC.O.ON1C2C=CC=CC=2N=N1.[CH3:47][C:48]1[N:53]=[CH:52][C:51]([CH2:54][NH2:55])=[CH:50][N:49]=1.C(N(CC)C(C)C)(C)C>C(Cl)Cl>[OH:1][CH:2]1[CH2:5][N:4]([C:6]([C:8]2[CH:9]=[C:10]([C:21]([NH:55][CH2:54][C:51]3[CH:50]=[N:49][C:48]([CH3:47])=[N:53][CH:52]=3)=[O:23])[CH:11]=[C:12]([C:14]3[CH:15]=[CH:16][C:17]([CH3:20])=[CH:18][CH:19]=3)[CH:13]=2)=[O:7])[CH2:3]1 |f:1.2,3.4|. Reported procedure: To a mixture of 5-(3-hydroxyazetidine-1-carbonyl)-4′-methylbiphenyl-3-carboxylic acid (350 mg, 1.1 mmol), N-(3-dimethylaminopropyl)-N′-ethylcarbodiimide hydrochloride (430 mg, 2.2 mmol), 1-hydroxybenzotriazole hydrate (170 mg, 1.1 mmol), CH2Cl2 (50 mL) were added (2-methylpyrimidin-5-yl)methanamine (210 mg, 1.7 mmol) and N,N-diisopropylethylamine (0.39 mL, 2.2 mmol). The mixture was stirred at room temperature for 4 h, and then washed with water and aq. Na2CO3 solution, dried (Na2SO4), and conce... Starting materials: ClC=1C=2N(C=CC1C1=CC=C(C=C1)C)C(NN2)=O (8-chloro-7-p-tolyl-[1,2,4]triazolo[4,3-a]pyridin-3(2H)-one), ClCC=1C=CC(=NC1)C(F)(F)F (5-(chloromethyl)-2-(trifluoromethyl)pyridine), C(=O)([O-])[O-].[K+].[K+] (K2CO3). Run in CC(=O)C (acetone). Product: ClC=1C=2N(C=CC1C1=CC=C(C=C1)C)C(N(N2)CC=2C=NC(=CC2)C(F)(F)F)=O (8-chloro-7-p-tolyl-2-((6-(trifluoromethyl)pyridin-3-yl)methyl)-[1,2,4]triazolo[4,3-a]pyridin-3(2H)-one). Isolated yield 58.8%. As a reaction SMILES: [Cl:1][C:2]1[C:3]2[N:4]([C:15](=[O:18])[NH:16][N:17]=2)[CH:5]=[CH:6][C:7]=1[C:8]1[CH:13]=[CH:12][C:11]([CH3:14])=[CH:10][CH:9]=1.Cl[CH2:20][C:21]1[CH:22]=[CH:23][C:24]([C:27]([F:30])([F:29])[F:28])=[N:25][CH:26]=1.C([O-])([O-])=O.[K+].[K+]>CC(C)=O>[Cl:1][C:2]1[C:3]2[N:4]([C:15](=[O:18])[N:16]([CH2:20][C:21]3[CH:26]=[N:25][C:24]([C:27]([F:30])([F:28])[F:29])=[CH:23][CH:22]=3)[N:17]=2)[CH:5]=[CH:6][C:7]=1[C:8]1[CH:9]=[CH:10][C:11]([CH3:14])=[CH:12][CH:13]=1 |f:2.3.4|. Procedure details: To a stirred solution of 8-chloro-7-p-tolyl-[1,2,4]triazolo[4,3-a]pyridin-3(2H)-one (100 mg, 0.39 mmol) in acetone (10 mL) at room temperature under argon was added 5-(chloromethyl)-2-(trifluoromethyl)pyridine (91 mg, 0.46 mmol), followed by K2CO3 (107 mg, 0.77 mmol). The resulting suspension was heated at reflux overnight. Analysis by HPLC/MS indicated that starting material had been consumed. After cooling the reaction mixture to room temperature, most of the solvent was removed under reduced ... The reactants are C(C)N(CC)CC1=C(C=C(S1)C(=O)O)C (5-diethylaminomethyl-4-methyl-thiophene-2-carboxylic acid), OCC(=O)NC[C@@H](COC1=C(C=C(C=C1C)C(NO)=N)OC)O ((S)-2-hydroxy-N-(2-hydroxy-3-[4-(N-hydroxycarbamimidoyl)-2-methoxy-6-methyl-phenoxy]-propyl)-acetamide). Reported procedure: The title compound (6 mg) is prepared starting from 5-diethylaminomethyl-4-methyl-thiophene-2-carboxylic acid (30 mg, 130 μmol) and (S)-2-hydroxy-N-(2-hydroxy-3-[4-(N-hydroxycarbamimidoyl)-2-methoxy-6-methyl-phenoxy]-propyl)-acetamide (38 mg, 117 μmol) according to Method A; LC-MS: tR=0.51 min; [M+1]+=519.17. Isolated yield 9.9%. RXN SMILES: [CH2:1]([N:3]([CH2:6][C:7]1[S:11][C:10]([C:12]([OH:14])=O)=[CH:9][C:8]=1[CH3:15])[CH2:4][CH3:5])[CH3:2].[OH:16][CH2:17][C:18]([NH:20][CH2:21][C@H:22]([OH:38])[CH2:23][O:24][C:25]1[C:30]([CH3:31])=[CH:29][C:28]([C:32](=[NH:35])[NH:33]O)=[CH:27][C:26]=1[O:36][CH3:37])=[O:19]>>[CH2:4]([N:3]([CH2:6][C:7]1[S:11][C:10]([C:12]2[O:14][N:33]=[C:32]([C:28]3[CH:29]=[C:30]([CH3:31])[C:25]([O:24][CH2:23][C@@H:22]([OH:38])[CH2:21][NH:20][C:18](=[O:19])[CH2:17][OH:16])=[C:26]([O:36][CH3:37])[CH:27]=3)[N:35]=2)=[CH:9][C:8]=1[CH3:15])[CH2:1][CH3:2])[CH3:5]. The product is C(C)N(CC)CC1=C(C=C(S1)C1=NC(=NO1)C1=CC(=C(OC[C@H](CNC(CO)=O)O)C(=C1)C)OC)C (N-((2S)-3-{4-[5-(5-Diethylaminomethyl-4-methyl-thiophen-2-yl)-[1,2,4]oxadiazol-3-yl]-2-methoxy-6-methyl-phenoxy}-2-hydroxy-propyl)-2-hydroxy-acetamide).